This data is from the Open Reaction Database (ORD), a public repository of structured organic reaction records. The task is: describe an organic reaction: reactants, conditions, products, and yield Reactants: ice water, C(#N)[C@H](CC1=CC=C(C=C1)C1=CC=C2CC(N(C2=C1)C)=O)NC(=O)C1(CCOCC1)NC(OC(C)(C)C)=O ((S)-tert-Butyl 4-(1-cyano-2-(4-(1-methyl-2-oxoindolin-6-yl)phenyl)ethylcarbamoyl)tetrahydro-2H-pyran-4-ylcarbamate), N (ammonia). The solvent is C(=O)O (formic acid). Yields the product NC1(CCOCC1)C(=O)N[C@@H](CC1=CC=C(C=C1)C1=CC=C2CC(N(C2=C1)C)=O)C#N ((S)-4-Amino-N-(1-cyano-2-(4-(1-methyl-2-oxoindolin-6-yl)phenyl)ethyl)tetrahydro-2H-pyran-4-carboxamide). Yield: 35.4%. Reaction SMILES: [C:1]([C@@H:3]([NH:22][C:23]([C:25]1([NH:31]C(=O)OC(C)(C)C)[CH2:30][CH2:29][O:28][CH2:27][CH2:26]1)=[O:24])[CH2:4][C:5]1[CH:10]=[CH:9][C:8]([C:11]2[CH:19]=[C:18]3[C:14]([CH2:15][C:16](=[O:21])[N:17]3[CH3:20])=[CH:13][CH:12]=2)=[CH:7][CH:6]=1)#[N:2].N>C(O)=O>[NH2:31][C:25]1([C:23]([NH:22][C@H:3]([C:1]#[N:2])[CH2:4][C:5]2[CH:10]=[CH:9][C:8]([C:11]3[CH:19]=[C:18]4[C:14]([CH2:15][C:16](=[O:21])[N:17]4[CH3:20])=[CH:13][CH:12]=3)=[CH:7][CH:6]=2)=[O:24])[CH2:30][CH2:29][O:28][CH2:27][CH2:26]1. Procedure details: A solution of (S)-tert-butyl 4-(1-cyano-2-(4-(1-methyl-2-oxoindolin-6-yl)phenyl)ethylcarbamoyl)tetrahydro-2H-pyran-4-ylcarbamate (Example 21, step (ii), 35 mg) in formic acid (5 mL) was stirred at 50° C. for 30 min. The reaction mixture was poured into ice/water (50 mL) and basified to pH 8 with 0.880 aqueous ammonia solution. The mixture was extracted with ethyl acetate (2×40 mL) and the organics were dried over sodium sulfate and evaporated in vacuo. The crude product was purified by reversed ... Reactants: O=C(NC1CCNCC1)c1ccccc1, OCCc1ccccc1, Cc1ccccc1C. The product is O=C(NC1CCN(CCc2ccccc2)CC1)c1ccccc1. RXN SMILES: [C:10]([c:11]1[cH:12][cH:13][cH:14][cH:15][cH:16]1)(=[O:17])[NH:18][CH:19]1[CH2:20][CH2:21][NH:22][CH2:23][CH2:24]1.[OH:1][CH2:2][CH2:3][c:4]1[cH:5][cH:6][cH:7][cH:8][cH:9]1.[c:25]1([CH3:26])[c:27]([CH3:28])[cH:29][cH:30][cH:31][cH:32]1>>[CH2:2]([CH2:3][c:4]1[cH:5][cH:6][cH:7][cH:8][cH:9]1)[N:22]1[CH2:21][CH2:20][CH:19]([NH:18][C:10]([c:11]2[cH:12][cH:13][cH:14][cH:15][cH:16]2)=[O:17])[CH2:24][CH2:23]1. Reactants: C(=C(C)O)O (1,2-Propenediol), C[Si](C)(C)Cl (trimethylsilyl chloride). Solvent: C[Si](C)(C)N[Si](C)(C)C (HMDS), C[Si](C)(C)N[Si](C)(C)C (HMDS), C[Si](C)(C)N[Si](C)(C)C (HMDS). Product: [Si](C)(C)(C)OC(C)CO[Si](C)(C)C ((CH3)3SiOCH(CH3)CH2OSi(CH3)3). RXN SMILES: [CH:1]([OH:5])=[C:2]([OH:4])[CH3:3].[CH3:6][Si:7](Cl)([CH3:9])[CH3:8]>C[Si](N[Si](C)(C)C)(C)C>[Si:7]([O:4][CH:2]([CH2:1][O:5][Si:7]([CH3:9])([CH3:8])[CH3:6])[CH3:3])([CH3:9])([CH3:8])[CH3:6]. Procedure: 1,2-Propenediol (58.8 g, 0.77 mol) was placed in a 500 mL 3-necked RB flask and treated with 0.2 mL trimethylsilyl chloride. A small volume of HMDS (ca. 10 mL) was added, and an exothermic reaction took place as the mixture became homogeneous. The remainder of the HMDS (170 mL) was added at a controlled rate (ca. 3-5 mL/min), maintaining the reaction temperature at ca. 50°-70° C. Heating was continued at 100° C. (1.5 h), 120° C. (1.0 h), and 140° C. (2.5 h). GC analysis (method 1) revealed exces... The reactants are N1=CC(=CC=C1)CN1CC(C2=CC(=CC=C12)O)(C)C (1-(3-pyridylmethyl)-3,3-dimethylindolin-5-ol), C1(CCCCC1)N=C=O (cyclohexylisocyanate), Example 2 ( 2 ). Product: C1(CCCCC1)NC(OC=1C=C2C(CN(C2=CC1)CC=1C=NC=CC1)(C)C)=O (1-(3-pyridylmethyl)-3,3-dimethylindolin-5-yl cyclohexylcarbamate), solid. Yield: 42.0%. RXN SMILES: [N:1]1[CH:6]=[CH:5][CH:4]=[C:3]([CH2:7][N:8]2[C:16]3[C:11](=[CH:12][C:13]([OH:17])=[CH:14][CH:15]=3)[C:10]([CH3:19])([CH3:18])[CH2:9]2)[CH:2]=1.[CH:20]1([N:26]=[C:27]=[O:28])[CH2:25][CH2:24][CH2:23][CH2:22][CH2:21]1>>[CH:20]1([NH:26][C:27](=[O:28])[O:17][C:13]2[CH:12]=[C:11]3[C:16](=[CH:15][CH:14]=2)[N:8]([CH2:7][C:3]2[CH:2]=[N:1][CH:6]=[CH:5][CH:4]=2)[CH2:9][C:10]3([CH3:19])[CH3:18])[CH2:25][CH2:24][CH2:23][CH2:22][CH2:21]1. Procedure details: The title compound was synthesized from 1-(3-pyridylmethyl)-3,3-dimethylindolin-5-ol (20.0 mg, 0.09 mmol) using the same procedure employed for Example 2 (2), but with cyclohexylisocyanate instead of 4-isopropylphenylisocyanate. The product was obtained as a white solid (12.5 mg, 42%) having the following characteristics. Starting materials: CCc1nc(C(=O)O)[nH]c1CC, COC1CN(C(=O)OC(C)(C)C)CCC1N, On1nnc2ccccc21. Yields the product CCc1nc(C(=O)NC2CCN(C(=O)OC(C)(C)C)CC2OC)[nH]c1CC. RXN SMILES: [CH2:17]([CH3:18])[c:19]1[n:20][c:21]([C:26](=[O:27])[OH:28])[nH:22][c:23]1[CH2:24][CH3:25].[NH2:1][CH:2]1[CH:3]([O:15][CH3:16])[CH2:4][N:5]([C:8](=[O:9])[O:10][C:11]([CH3:12])([CH3:13])[CH3:14])[CH2:6][CH2:7]1.[OH:29][n:30]1[c:31]2[c:32]([cH:33][cH:34][cH:35][cH:36]2)[n:37][n:38]1>>[NH:1]([CH:2]1[CH:3]([O:15][CH3:16])[CH2:4][N:5]([C:8](=[O:9])[O:10][C:11]([CH3:12])([CH3:13])[CH3:14])[CH2:6][CH2:7]1)[C:26]([c:21]1[nH:20][c:19]([CH2:17][CH3:18])[c:23]([CH2:24][CH3:25])[n:22]1)=[O:27]. Starting materials: C(C)OC1=NC=C(C=C1C=1NC(C=2C(N1)=C(N(N2)C)C=2OC=CC2)=O)S(=O)(=O)N2CCN(CC2)CC (5-[2-Ethoxy-5-(4-ethylpiperazin-1-ylsulphonyl)pyridin-3-yl]-3-(furan-2-yl)-2-methyl-2,6-dihydro7H-pyrazolo[4,3-d]pyrimidin-7-one). The reagents and catalysts are [Pd] (palladium on charcoal). The solvent is C(C)O (ethanol), O (water). Run at time 18 hour. The product is C(C)OC1=NC=C(C=C1C=1NC(C=2C(N1)=C(N(N2)C)C2OCCC2)=O)S(=O)(=O)N2CCN(CC2)CC (5-[2-Ethoxy-5-(4-ethylpiperazin-1-ylsulphonyl)-pyridin-3-yl]-2-methyl-3-(tetrahydrofuran-2-yl)-2,6-dihydro-7H-pyrazolo[4,3-d]pyrimidin-7-one). Isolated yield 32.6%. RXN SMILES: [CH2:1]([O:3][C:4]1[C:9]([C:10]2[NH:11][C:12](=[O:25])[C:13]3[C:14](=[C:16]([C:20]4[O:21][CH:22]=[CH:23][CH:24]=4)[N:17]([CH3:19])[N:18]=3)[N:15]=2)=[CH:8][C:7]([S:26]([N:29]2[CH2:34][CH2:33][N:32]([CH2:35][CH3:36])[CH2:31][CH2:30]2)(=[O:28])=[O:27])=[CH:6][N:5]=1)[CH3:2]>[Pd].C(O)C.O>[CH2:1]([O:3][C:4]1[C:9]([C:10]2[NH:11][C:12](=[O:25])[C:13]3[C:14](=[C:16]([CH:20]4[CH2:24][CH2:23][CH2:22][O:21]4)[N:17]([CH3:19])[N:18]=3)[N:15]=2)=[CH:8][C:7]([S:26]([N:29]2[CH2:34][CH2:33][N:32]([CH2:35][CH3:36])[CH2:31][CH2:30]2)(=[O:27])=[O:28])=[CH:6][N:5]=1)[CH3:2]. Procedure: A mixture of the title compound from example 61 (80 mg, 0.16 mmol) and 10% palladium on charcoal (10 mg) in ethanol (4.5 ml) and water (0.5 ml) was hydrogenated at 60 psi (414 kPa) and 40° C. for 18 hours. The reaction mixture was filtered through Celite®, and the filtrate evaporated under reduced pressure to afford the title compound, (27 mg, 32%). The reactants are N#N (N2), BrC=1C=C(C=CC1)C1(OCCO1)C (2-(3-bromo-phenyl)-2-methyl-[1,3]dioxolane), C(C)(C)(C)P(C1=C(C=CC=C1)C1=C(C=CC=C1)C)C(C)(C)C (2-di-t-butylphosphino-2′-methylbiphenyl), O.P(=O)([O-])([O-])[O-].[K+].[K+].[K+] (tri-potassiumphosphate monohydrate), C(CC(=O)C)(=O)OCC (ethyl acetoacetate). Reagents/catalysts: C(C)(=O)[O-].[Pd+2].C(C)(=O)[O-] (palladium(II)acetate). Run in O (water), C1(=CC=CC=C1)C (toluene). Conditions: temperature 90 celsius, time 4 hour. Product: C(C)OC(CC1=CC(=CC=C1)C1(OCCO1)C)=O ([3-(2-Methyl-[1,3]dioxolan-2-yl)-phenyl]-acetic acid ethyl ester). Reaction SMILES: N#N.Br[C:4]1[CH:5]=[C:6]([C:10]2([CH3:15])[O:14][CH2:13][CH2:12][O:11]2)[CH:7]=[CH:8][CH:9]=1.C(P(C(C)(C)C)C1C=CC=CC=1C1C=CC=CC=1C)(C)(C)C.O.P([O-])([O-])([O-])=O.[K+].[K+].[K+].[C:47]([O:53][CH2:54][CH3:55])(=[O:52])[CH2:48]C(C)=O>C1(C)C=CC=CC=1.C([O-])(=O)C.[Pd+2].C([O-])(=O)C.O>[CH2:54]([O:53][C:47](=[O:52])[CH2:48][C:4]1[CH:9]=[CH:8][CH:7]=[C:6]([C:10]2([CH3:15])[O:14][CH2:13][CH2:12][O:11]2)[CH:5]=1)[CH3:55] |f:3.4.5.6.7,10.11.12|. Procedure: In a flame dried round-bottomed flask equipped with a magnetic stir bar and under inert atmosphere (N2), a suspension of 2-(3-bromo-phenyl)-2-methyl-[1,3]dioxolane (3.620 g, 14.89 mmol), 2-di-t-butylphosphino-2′-methylbiphenyl (931 mg, 2.98 mmol), tri-potassiumphosphate monohydrate (11.063 g, 52.12 mmol) and palladium(II)acetate (334 mg, 1.49 mmol) in toluene (74 mL) was treated with ethyl acetoacetate (2.45 mL, 19.36 mmol). The reaction mixture was heated at 90° C. for 2 h followed by 4 h at 10...